This data is from the Open Reaction Database (ORD), a public repository of structured organic reaction records. The task is: describe an organic reaction: reactants, conditions, products, and yield The reactants are BrCC1CC1, O=C([O-])[O-], Cc1c([N+](=O)[O-])ccc(O)c1Cl, [K+], [K+], CN(C)C=O. Product: Cc1c([N+](=O)[O-])ccc(OCC2CC2)c1Cl. RXN SMILES: [Br:13][CH2:14][CH:15]1[CH2:16][CH2:17]1.[C:18](=[O:19])([O-:20])[O-:21].[Cl:1][c:2]1[c:3]([OH:12])[cH:4][cH:5][c:6]([N+:9](=[O:10])[O-:11])[c:7]1[CH3:8].[K+:22].[K+:23].[O:24]=[CH:25][N:26]([CH3:27])[CH3:28]>>[Cl:1][c:2]1[c:3]([O:12][CH2:14][CH:15]2[CH2:16][CH2:17]2)[cH:4][cH:5][c:6]([N+:9](=[O:10])[O-:11])[c:7]1[CH3:8]. Reactants: O=C([O-])[O-], CCCCI, CN(C)C=O, [K+], [K+], COC(=O)c1sccc1N. The product is CCCCNc1ccsc1C(=O)OC. As a reaction SMILES: [C:11](=[O:12])([O-:13])[O-:14].[CH2:17]([CH2:18][CH2:19][CH3:20])[I:21].[CH3:22][N:23]([CH3:24])[CH:25]=[O:26].[K+:15].[K+:16].[NH2:1][c:2]1[c:3]([C:7](=[O:8])[O:9][CH3:10])[s:4][cH:5][cH:6]1>>[NH:1]([c:2]1[c:3]([C:7](=[O:8])[O:9][CH3:10])[s:4][cH:5][cH:6]1)[CH2:17][CH2:18][CH2:19][CH3:20]. The reactants are CCO, Cc1ccc([N+](=O)[O-])cc1CC(=O)N1CCC(c2c[nH]c3c(Cl)cccc23)CC1, Cl, [Fe]. Product: Cc1ccc(N)cc1CC(=O)N1CCC(c2c[nH]c3c(Cl)cccc23)CC1. As a reaction SMILES: [CH3:32][CH2:33][OH:34].[Cl:1][c:2]1[cH:3][cH:4][cH:5][c:6]2[c:7]([CH:11]3[CH2:12][CH2:13][N:14]([C:17]([CH2:18][c:19]4[c:20]([CH3:28])[cH:21][cH:22][c:23]([N+:25]([O-:26])=[O:27])[cH:24]4)=[O:29])[CH2:15][CH2:16]3)[cH:8][nH:9][c:10]12.[ClH:30].[Fe:31]>>[Cl:1][c:2]1[cH:3][cH:4][cH:5][c:6]2[c:7]([CH:11]3[CH2:12][CH2:13][N:14]([C:17]([CH2:18][c:19]4[c:20]([CH3:28])[cH:21][cH:22][c:23]([NH2:25])[cH:24]4)=[O:29])[CH2:15][CH2:16]3)[cH:8][nH:9][c:10]12. Reactants: C(C)(=O)O (acetic acid), OO (hydrogen peroxide), NC1=NC(=CC(=N1)Cl)N (2,6-diamino-4-chloropyrimidine). Run in O1CCCC1 (tetrahydrofuran). Run at time 4 hour. The product is NC1=CC(=NC(N1O)=N)Cl (6-amino-1,2-dihydro-1-hydroxy-2-imino-4-chloropyrimidine). Yield: 63.0%. As a reaction SMILES: [NH2:1][C:2]1[N:7]=[C:6]([Cl:8])[CH:5]=[C:4]([NH2:9])[N:3]=1.C(O)(=[O:12])C.OO>O1CCCC1>[NH2:9][C:4]1[N:3]([OH:12])[C:2](=[NH:1])[N:7]=[C:6]([Cl:8])[CH:5]=1. Procedure details: 1.5 g (10 mmoles) of 2,6-diamino-4-chloropyrimidine are dissolved in 20 ml of anhydrous tetrahydrofuran. A mixture of 10 ml of acetic acid and 2 ml of a 70% aqueous hydrogen peroxide solution is added in 30 minutes under stirring and reflux. The reaction mixture is boiled for four hours, evaporated in vacuo to third of its volume, and a 40% aqueous sodium hydroxide solution is added to the residue until reaching a pH value of 8. The mixture is allowed to stand in refrigerator for a night. The cr... Starting materials: CC(=O)OC(C)=O, Cc1ccc(Oc2cscc2C(=O)O)cc1N. The product is CC(=O)Nc1cc(Oc2cscc2C(=O)O)ccc1C. As a reaction SMILES: [CH3:18][C:19](=[O:20])[O:21][C:22](=[O:23])[CH3:24].[NH2:1][c:2]1[c:3]([CH3:17])[cH:4][cH:5][c:6]([O:8][c:9]2[c:10]([C:14](=[O:15])[OH:16])[cH:11][s:12][cH:13]2)[cH:7]1>>[NH:1]([c:2]1[c:3]([CH3:17])[cH:4][cH:5][c:6]([O:8][c:9]2[c:10]([C:14](=[O:15])[OH:16])[cH:11][s:12][cH:13]2)[cH:7]1)[C:19]([CH3:18])=[O:20].